From a dataset of the Open Reaction Database (ORD), a public repository of structured organic reaction records. describe an organic reaction: reactants, conditions, products, and yield Product: COc1cc(C)cc2c1C(C)(C)CC(O)(C(F)(F)F)C2Nc1cccc2c(=O)[nH]ncc12. RXN SMILES: [CH3:1][O:2][c:3]1[c:4]([C:10]([CH2:11][C:12]([CH:13]=[O:14])([C:15]([F:16])([F:17])[F:18])[OH:19])([CH3:20])[CH3:21])[cH:5][cH:6][c:7]([CH3:9])[cH:8]1.[Cl-:37].[Cl-:38].[Cl-:39].[Cl-:40].[Cl:34][CH2:35][Cl:36].[NH2:22][c:23]1[c:24]2[cH:25][n:26][nH:27][c:28](=[O:33])[c:29]2[cH:30][cH:31][cH:32]1.[Ti+4:41]>>[CH3:1][O:2][c:3]1[c:4]2[c:5]([cH:6][c:7]([CH3:9])[cH:8]1)[CH:13]([NH:22][c:23]1[c:24]3[cH:25][n:26][nH:27][c:28](=[O:33])[c:29]3[cH:30][cH:31][cH:32]1)[C:12]([C:15]([F:16])([F:17])[F:18])([OH:19])[CH2:11][C:10]2([CH3:20])[CH3:21]. Reactants: COc1cc(C)ccc1C(C)(C)CC(O)(C=O)C(F)(F)F, [Cl-], [Cl-], [Cl-], [Cl-], ClCCl, Nc1cccc2c(=O)[nH]ncc12, [Ti+4]. Product: C(C)OC=1C=C2C(CC3(CCCCC3)OC2=CC1)N (6-ethoxyspiro[chroman-2,1′-cyclohexan]-4-amine). Run in CCOCC (ether), CO (methanol), O1CCCC1 (tetrahydrofuran), O1CCCC1 (tetrahydrofuran). Procedure details: A mixture of Example 10A (1.182 g, 4.55 mmol), methoxylamine hydrochloride (380 mg, 4.55 mmol), and pyridine (1.8 mL, 22.3 mmol) in methanol (15 mL) was stirred overnight at room temperature. After this time, the solvent was evaporated in vacuo, then the residue was dissolved in ether and washed with water and brine. The organic layer was dried (Na2SO4), filtered and was evaporated in vacuo, and the residue was further dried azeotropically (CH3CN). A solution of the residue (942 mg, 3.26 mmol) i... Starting materials: C(C)OC=1C=C2C(CC3(CCCCC3)OC2=CC1)=O (6-ethoxyspiro[chroman-2,1′-cyclohexan]-4-one), Cl.O(C)N (methoxylamine hydrochloride), N1=CC=CC=C1 (pyridine), residue, [H-].[H-].[H-].[H-].[Li+].[Al+3] (LiAlH4). As a reaction SMILES: [CH2:1]([O:3][C:4]1[CH:5]=[C:6]2[C:16](=[CH:17][CH:18]=1)[O:15][C:9]1([CH2:14][CH2:13][CH2:12][CH2:11][CH2:10]1)[CH2:8][C:7]2=O)[CH3:2].Cl.O([NH2:23])C.N1C=CC=CC=1.[H-].[H-].[H-].[H-].[Li+].[Al+3]>CO.O1CCCC1.CCOCC>[CH2:1]([O:3][C:4]1[CH:5]=[C:6]2[C:16](=[CH:17][CH:18]=1)[O:15][C:9]1([CH2:14][CH2:13][CH2:12][CH2:11][CH2:10]1)[CH2:8][CH:7]2[NH2:23])[CH3:2] |f:1.2,4.5.6.7.8.9|. Reactants: Brc1cccc(Br)n1, CS(C)=O, CSC, [Na], O. Yields the product CSc1cccc(Br)n1. Reaction SMILES: [Br:1][c:2]1[n:3][c:4]([Br:8])[cH:5][cH:6][cH:7]1.[CH3:13][S:14]([CH3:15])=[O:16].[CH3:9][S:10][CH3:11].[Na:12].[OH2:17]>>[Br:1][c:2]1[n:3][c:4]([S:10][CH3:9])[cH:5][cH:6][cH:7]1. The reactants are compound, NC1=CC=C(C=C1)C1=CC=C2CN(C(C2=C1)=O)[C@H](C(=O)OC)C(C)C ((S)-Methyl 2-(6-(4-aminophenyl)-1-oxoisoindolin-2-yl)-3-methylbutanoate), ClC=1C=CC(=C(C1)N=C=O)OC1=CC=CC=C1 (5-chloro-2-phenoxy phenyl isocyanate). Product: ClC=1C=CC(=C(C1)NC(NC1=CC=C(C=C1)C1=CC=C2CN(C(C2=C1)=O)[C@H](C(=O)OC)C(C)C)=O)OC1=CC=CC=C1 ((S)-Methyl 2-(6-(4-(3-(5-chloro-2-phenoxyphenyl)ureido)phenyl)-1-oxoisoindolin-2-yl)-3-methylbutanoate). RXN SMILES: [NH2:1][C:2]1[CH:7]=[CH:6][C:5]([C:8]2[CH:16]=[C:15]3[C:11]([CH2:12][N:13]([C@@H:18]([CH:23]([CH3:25])[CH3:24])[C:19]([O:21][CH3:22])=[O:20])[C:14]3=[O:17])=[CH:10][CH:9]=2)=[CH:4][CH:3]=1.[Cl:26][C:27]1[CH:28]=[CH:29][C:30]([O:36][C:37]2[CH:42]=[CH:41][CH:40]=[CH:39][CH:38]=2)=[C:31]([N:33]=[C:34]=[O:35])[CH:32]=1>>[Cl:26][C:27]1[CH:28]=[CH:29][C:30]([O:36][C:37]2[CH:38]=[CH:39][CH:40]=[CH:41][CH:42]=2)=[C:31]([NH:33][C:34](=[O:35])[NH:1][C:2]2[CH:3]=[CH:4][C:5]([C:8]3[CH:16]=[C:15]4[C:11]([CH2:12][N:13]([C@@H:18]([CH:23]([CH3:25])[CH3:24])[C:19]([O:21][CH3:22])=[O:20])[C:14]4=[O:17])=[CH:10][CH:9]=3)=[CH:6][CH:7]=2)[CH:32]=1. Procedure: The compound of example 45 was prepared analogous to compound of example 7 by reaction of compound of example 6 with 5-chloro-2-phenoxy phenyl isocyanate. Starting materials: CC(=O)O, C1CCOC1, CCO, Cc1cc(CS(N)(=O)=O)ccc1[N+](=O)[O-]. Yields the product Cc1cc(CS(N)(=O)=O)ccc1N. RXN SMILES: [C:19]([OH:20])(=[O:21])[CH3:22].[CH2:23]1[O:24][CH2:25][CH2:26][CH2:27]1.[CH3:16][CH2:17][OH:18].[CH3:1][c:2]1[cH:3][c:4]([CH2:11][S:12](=[O:13])(=[O:14])[NH2:15])[cH:5][cH:6][c:7]1[N+:8]([O-:9])=[O:10]>>[CH3:1][c:2]1[cH:3][c:4]([CH2:11][S:12](=[O:13])(=[O:14])[NH2:15])[cH:5][cH:6][c:7]1[NH2:8]. Reported procedure: 7-Hydroxymethyl-2-phenylbenzofuran (1.57 g) is dissolved in dimethylsulfoxide (10 ml), and sodium hydride (60% oil dispersion) (0.57 g) is added thereto. After the mixture is stirred for 10 minutes, N-(2-chloroethyl)piperidine hydrochloride (1.35 g) is added to the mixture and the mixture is stirred at room temperature for 4 hours. The mixture is diluted with water and extracted with ethyl acetate. The extract is washed with water, dried and concentrated under reduced pressure to remove solvent.... Yields the product Cl.N1(CCCCC1)CCOCC1=CC=CC=2C=C(OC21)C2=CC=CC=C2 (7-[(2-piperidinoethoxy)methyl]-2-phenylbenzofuran hydrochloride). The yield is 50.7%. Reaction conditions: time 10 minute. Solvent: O (water), CS(=O)C (dimethylsulfoxide). The reactants are [H-].[Na+] (sodium hydride), OCC1=CC=CC=2C=C(OC21)C2=CC=CC=C2 (7-Hydroxymethyl-2-phenylbenzofuran), Cl.ClCCN1CCCCC1 (N-(2-chloroethyl)piperidine hydrochloride). RXN SMILES: [OH:1][CH2:2][C:3]1[C:11]2[O:10][C:9]([C:12]3[CH:17]=[CH:16][CH:15]=[CH:14][CH:13]=3)=[CH:8][C:7]=2[CH:6]=[CH:5][CH:4]=1.[H-].[Na+].Cl.[Cl:21][CH2:22][CH2:23][N:24]1[CH2:29][CH2:28][CH2:27][CH2:26][CH2:25]1>CS(C)=O.O>[ClH:21].[N:24]1([CH2:23][CH2:22][O:1][CH2:2][C:3]2[C:11]3[O:10][C:9]([C:12]4[CH:17]=[CH:16][CH:15]=[CH:14][CH:13]=4)=[CH:8][C:7]=3[CH:6]=[CH:5][CH:4]=2)[CH2:29][CH2:28][CH2:27][CH2:26][CH2:25]1 |f:1.2,3.4,7.8|. Reaction SMILES: [CH3:47][OH:48].[Cl:1][c:2]1[c:3]([C:4](=[O:5])[c:6]2[c:7](-[n:13]3[c:14]([CH2:22][NH:23][C:24](=[O:25])[c:26]4[n:27]([CH2:35][C:36](=[O:37])[O:38][CH2:39][CH3:40])[c:28]5[cH:29][cH:30][cH:31][cH:32][c:33]5[cH:34]4)[n:15][n:16][c:17]3[C:18]([F:19])([F:20])[F:21])[s:8][c:9]([CH2:11][CH3:12])[cH:10]2)[cH:41][cH:42][cH:43][cH:44]1.[Na+:46].[OH-:45]>>[Cl:1][c:2]1[c:3]([C:4](=[O:5])[c:6]2[c:7](-[n:13]3[c:14]([CH2:22][NH:23][C:24](=[O:25])[c:26]4[n:27]([CH2:35][C:36](=[O:37])[OH:38])[c:28]5[cH:29][cH:30][cH:31][cH:32][c:33]5[cH:34]4)[n:15][n:16][c:17]3[C:18]([F:19])([F:20])[F:21])[s:8][c:9]([CH2:11][CH3:12])[cH:10]2)[cH:41][cH:42][cH:43][cH:44]1. Starting materials: CO, CCOC(=O)Cn1c(C(=O)NCc2nnc(C(F)(F)F)n2-c2sc(CC)cc2C(=O)c2ccccc2Cl)cc2ccccc21, [Na+], [OH-]. The product is CCc1cc(C(=O)c2ccccc2Cl)c(-n2c(CNC(=O)c3cc4ccccc4n3CC(=O)O)nnc2C(F)(F)F)s1.